From a dataset of the Open Reaction Database (ORD), a public repository of structured organic reaction records. describe an organic reaction: reactants, conditions, products, and yield Reactants: Sc1ccc(Br)cc1, CC(C)[Si](OC1C(=O)N(C(=O)OC(C)(C)C)C1c1ncccc1F)(C(C)C)C(C)C, O=C([O-])[O-], CC(C)OC(C)C, [K+], [K+], O. Yields the product CC(C)[Si](OC(C(=O)Sc1ccc(Br)cc1)C(NC(=O)OC(C)(C)C)c1ncccc1F)(C(C)C)C(C)C. As a reaction SMILES: [Br:31][c:32]1[cH:33][cH:34][c:35]([SH:38])[cH:36][cH:37]1.[C:1]([CH3:2])([CH3:3])([CH3:4])[O:5][C:6](=[O:7])[N:8]1[C:9](=[O:30])[CH:10]([O:19][Si:20]([CH:21]([CH3:22])[CH3:23])([CH:24]([CH3:25])[CH3:26])[CH:27]([CH3:28])[CH3:29])[CH:11]1[c:12]1[n:13][cH:14][cH:15][cH:16][c:17]1[F:18].[C:39](=[O:40])([O-:41])[O-:42].[CH:46]([O:47][CH:48]([CH3:49])[CH3:50])([CH3:51])[CH3:52].[K+:43].[K+:44].[OH2:45]>>[C:1]([CH3:2])([CH3:3])([CH3:4])[O:5][C:6](=[O:7])[NH:8][CH:11]([CH:10]([C:9](=[O:30])[S:38][c:35]1[cH:34][cH:33][c:32]([Br:31])[cH:37][cH:36]1)[O:19][Si:20]([CH:21]([CH3:22])[CH3:23])([CH:24]([CH3:25])[CH3:26])[CH:27]([CH3:28])[CH3:29])[c:12]1[n:13][cH:14][cH:15][cH:16][c:17]1[F:18].